Dataset: the Open Reaction Database (ORD), a public repository of structured organic reaction records. Task: describe an organic reaction: reactants, conditions, products, and yield The reactants are [OH-].[K+] (KOH), C(=O)C=1C=C2C=CN(C2=CC1)S(=O)(=O)C1=CC=C(C)C=C1 (5-formyl-N-tosylindole), Cl (hydrochloric acid). Run in CO (methanol). Yields the product C(=O)C=1C=C2C=CNC2=CC1 (5-Formylindole). Isolated yield 97.3%. As a reaction SMILES: [CH:1]([C:3]1[CH:4]=[C:5]2[C:9](=[CH:10][CH:11]=1)[N:8](S(C1C=CC(C)=CC=1)(=O)=O)[CH:7]=[CH:6]2)=[O:2].[OH-].[K+].Cl>CO>[CH:1]([C:3]1[CH:4]=[C:5]2[C:9](=[CH:10][CH:11]=1)[NH:8][CH:7]=[CH:6]2)=[O:2] |f:1.2|. Procedure: 5-formyl-N-tosylindole (0.5 g, 1.7 mmol) was dissolved in a mixture of methanol (10 mL) containing 5% aqueous KOH solution (5 mL). The mixture was refluxed for 3 h, neutralized with 1N hydrochloric acid, and extracted with ethyl acetate (3×50 mL). The combined organic extracts were dried (MgSO4), and concentrated. The residue was purified by short column chromatography to provide 240 mg (97%) of the desired product. Starting materials: OO (hydrogen peroxide), S(O)(O)(=O)=O (sulfuric acid), C(C)(=O)C1=CC=2C(C3=CC(=CC=C3C2C=C1)C(C)=O)C (2,7-diacetyl-9-methylfluorene), C(C)(=O)OC(C)=O (acetic anhydride). Run in O (water), ClCCl (dichloromethane). Reaction conditions: temperature 24 celsius, time 7 hour. Product: C(C)(=O)OC1=CC=2C(C3=CC(=CC=C3C2C=C1)OC(C)=O)C (2,7-diacetyloxy-9-methylfluorene). Yield: 36.9%. As a reaction SMILES: S(=O)(=O)(O)O.C([C:9]1[CH:21]=[CH:20][C:19]2[C:18]3[C:13](=[CH:14][C:15](C(=O)C)=[CH:16][CH:17]=3)[CH:12]([CH3:25])[C:11]=2[CH:10]=1)(=O)C.C([O:29][C:30](=[O:32])[CH3:31])(=O)C.OO>O.ClCCl>[C:30]([O:32][C:16]1[CH:15]=[CH:14][C:13]2[C:12]3[C:11](=[CH:10][C:9]([O:29][C:30](=[O:32])[CH3:31])=[CH:21][CH:25]=3)[CH:19]([CH3:20])[C:18]=2[CH:17]=1)(=[O:29])[CH3:31]. Procedure: 36M-sulfuric acid (12 mL) was slowly dropwise added to a mixture of 2,7-diacetyl-9-methylfluorene (30 g), dichloromethane (30 mL), acetic anhydride (35 g) and a 34% hydrogen peroxide aqueous solution (34.6 g) while maintaining 3° C. or lower. The resulting mixture was stirred at 24° C. for 7 hours and then poured into water. The separated organic layer was sufficiently washed in order with saturated sodium hydrogencarbonate, 10% saturated sodium hydrogensulfite and water, and then dried on anhyd... Starting materials: C(=O)(O)[O-].[Na+] (NaHCO3), C(C)(C)(C)OC(NC1(CCC1)C1=CC=C(C=C1)C1=NC(=C(C=C1C1=CC=CC=C1)N)O)=O (tert-butyl(1-(4-(5-amino-6-hydroxy-3-phenylpyridin-2-yl)phenyl)cyclobutyl)carbamate), O1CCC(CC1)=O (dihydro-2H-pyran-4(3H)-one), CC(=O)O (AcOH), C(C)(=O)O[BH-](OC(C)=O)OC(C)=O.[Na+] (sodium triacetoxyborohydride). Solvent: ClCCCl (DCE). Reaction conditions: time 3 hour. Yields the product C(C)(C)(C)OC(NC1(CCC1)C1=CC=C(C=C1)C1=NC(=C(C=C1C1=CC=CC=C1)NC1CCOCC1)O)=O (tert-butyl(1-(4-(6-hydroxy-3-phenyl-5-((tetrahydro-2H-pyran-4-yl)amino)pyridin-2-yl)phenyl)cyclobutyl)carbamate). Reaction SMILES: [C:1]([O:5][C:6](=[O:32])[NH:7][C:8]1([C:12]2[CH:17]=[CH:16][C:15]([C:18]3[C:23]([C:24]4[CH:29]=[CH:28][CH:27]=[CH:26][CH:25]=4)=[CH:22][C:21]([NH2:30])=[C:20]([OH:31])[N:19]=3)=[CH:14][CH:13]=2)[CH2:11][CH2:10][CH2:9]1)([CH3:4])([CH3:3])[CH3:2].[O:33]1[CH2:38][CH2:37][C:36](=O)[CH2:35][CH2:34]1.CC(O)=O.C(O[BH-](OC(=O)C)OC(=O)C)(=O)C.[Na+].C([O-])(O)=O.[Na+]>ClCCCl>[C:1]([O:5][C:6](=[O:32])[NH:7][C:8]1([C:12]2[CH:13]=[CH:14][C:15]([C:18]3[C:23]([C:24]4[CH:25]=[CH:26][CH:27]=[CH:28][CH:29]=4)=[CH:22][C:21]([NH:30][CH:36]4[CH2:37][CH2:38][O:33][CH2:34][CH2:35]4)=[C:20]([OH:31])[N:19]=3)=[CH:16][CH:17]=2)[CH2:11][CH2:10][CH2:9]1)([CH3:4])([CH3:2])[CH3:3] |f:3.4,5.6|. Procedure: To a solution of tert-butyl(1-(4-(5-amino-6-hydroxy-3-phenylpyridin-2-yl)phenyl)cyclobutyl)carbamate (200 mg, 0.46 mmol) in dry DCE (2 ml) was added dihydro-2H-pyran-4(3H)-one (88 mg, 0.88 mmol), AcOH (0.16 ml, 2.78 mmol), sodium triacetoxyborohydride (275 mg, 1.30 mmol) under nitrogen. The resulting mixture was stirred for 3 h at room temperature. A saturated solution of NaHCO3 was added and the mixture was extracted with AcOEt (3×10 ml). The combined organic phases were dried over Na2SO4 and c... Reactants: OC1CCC2=C(C=CC=C12)C1=CN=C(O1)C=1C=CC(=C(C#N)C1)OC(C)C (5-(5-(1-hydroxy-2,3-dihydro-1H-inden-4-yl)oxazol-2-yl)-2-isopropoxybenzonitrile), S(=O)(Cl)Cl (thionyl chloride), C(C)(C)NCC (Isopropyl ethylamine), C(O)CN (ethanolamine). Solvent: C(Cl)Cl (DCM). Run at time 3 hour. The product is OCCNC1CCC2=C(C=CC=C12)C1=CN=C(O1)C=1C=CC(=C(C#N)C1)OC(C)C (5-(5-(1-(2-hydroxyethylamino)-2,3-dihydro-1H-inden-4-yl)oxazol-2-yl)-2-isopropoxybenzonitrile). The yield is 62.0%. As a reaction SMILES: O[CH:2]1[C:10]2[C:5](=[C:6]([C:11]3[O:15][C:14]([C:16]4[CH:17]=[CH:18][C:19]([O:24][CH:25]([CH3:27])[CH3:26])=[C:20]([CH:23]=4)[C:21]#[N:22])=[N:13][CH:12]=3)[CH:7]=[CH:8][CH:9]=2)[CH2:4][CH2:3]1.S(Cl)(Cl)=O.C(NCC)(C)C.[CH2:38]([CH2:40][NH2:41])[OH:39]>C(Cl)Cl>[OH:39][CH2:38][CH2:40][NH:41][CH:2]1[C:10]2[C:5](=[C:6]([C:11]3[O:15][C:14]([C:16]4[CH:17]=[CH:18][C:19]([O:24][CH:25]([CH3:27])[CH3:26])=[C:20]([CH:23]=4)[C:21]#[N:22])=[N:13][CH:12]=3)[CH:7]=[CH:8][CH:9]=2)[CH2:4][CH2:3]1. Procedure: Prepared using General Procedure 14. To a stirring solution of 5-(5-(1-hydroxy-2,3-dihydro-1H-inden-4-yl)oxazol-2-yl)-2-isopropoxybenzonitrile 56 (50 mg, 0.1 mmol) in DCM (3 mL) was added thionyl chloride (25 mg, 0.21 mmol) at 0° C. The reaction mixture was stirred at room temperature for 3 h. The solvent was evaporated and the crude chloride re-dissolved in dimethyl acetamide (3 mL). Isopropyl ethylamine (40.8 mg, 0.316 mmol) and ethanolamine (19.3 mg, 0.31 mmol) were added and the reaction mix... As a reaction SMILES: [NH2:1][C:2]1[C:10]([F:11])=[CH:9][CH:8]=[CH:7][C:3]=1[C:4]([OH:6])=O.[CH3:12][NH2:13].[CH3:14][O:15][C:16]1[CH:23]=[C:22]([O:24][CH2:25][CH2:26][CH2:27][N:28]2[CH2:33][CH2:32][CH2:31][C@H:30]([CH3:34])[CH2:29]2)[CH:21]=[CH:20][C:17]=1[CH:18]=O>>[F:11][C:10]1[CH:9]=[CH:8][CH:7]=[C:3]2[C:2]=1[N:1]=[C:18]([C:17]1[CH:20]=[CH:21][C:22]([O:24][CH2:25][CH2:26][CH2:27][N:28]3[CH2:33][CH2:32][CH2:31][C@H:30]([CH3:34])[CH2:29]3)=[CH:23][C:16]=1[O:15][CH3:14])[N:13]([CH3:12])[C:4]2=[O:6]. Procedure: The entitled compound was obtained according to the method of Example 15 but starting from 2-amino-3-fluorobenzoic acid, methylamine and 2-methoxy-4-{3-[(3S)-3-methylpiperidin-1-yl]propoxy}benzaldehyde. Starting materials: NC1=C(C(=O)O)C=CC=C1F (2-amino-3-fluorobenzoic acid), CN (methylamine), COC1=C(C=O)C=CC(=C1)OCCCN1C[C@H](CCC1)C (2-methoxy-4-{3-[(3S)-3-methylpiperidin-1-yl]propoxy}benzaldehyde). Product: FC=1C=CC=C2C(N(C(=NC12)C1=C(C=C(C=C1)OCCCN1C[C@H](CCC1)C)OC)C)=O (8-Fluoro-2-(2-methoxy-4-{3[(3S)-3-methylpiperidin-1-yl]propoxy}phenyl)-3-methylquinazolin-4(3H)-one). Starting materials: N#Cc1ccc(CCNC(=O)OCc2ccccc2)cc1, CI, [H-], [Na+], C1CCOC1. Yields the product CNCCc1ccc(C#N)cc1. RXN SMILES: [C:3](#[N:4])[c:5]1[cH:6][cH:7][c:8]([CH2:11][CH2:12][NH:13][C:14](=[O:15])[O:16][CH2:17][c:18]2[cH:19][cH:20][cH:21][cH:22][cH:23]2)[cH:9][cH:10]1.[CH3:24][I:25].[H-:1].[Na+:2].[O:26]1[CH2:27][CH2:28][CH2:29][CH2:30]1>>[C:3](#[N:4])[c:5]1[cH:6][cH:7][c:8]([CH2:11][CH2:12][NH:13][CH3:14])[cH:9][cH:10]1. Starting materials: ClC(Cl)OC (dichloromethylmethyl ether), FC1=C(C=CC=C1)OC (o-fluoroanisole), ice water, CCOCC (ether). Reagents/catalysts: [Ti](Cl)(Cl)(Cl)Cl (titanium tetrachloride). The solvent is C(Cl)Cl (methylene chloride), C(Cl)Cl (methylene chloride). Reaction conditions: time 1 hour. Yields the product FC=1C=C(C=O)C=CC1OC (3-fluoro-4-methoxybenzaldehyde). As a reaction SMILES: Cl[CH:2]([O:4]C)Cl.[F:6][C:7]1[CH:12]=[CH:11][CH:10]=[CH:9][C:8]=1[O:13][CH3:14].CCOCC>C(Cl)Cl.[Ti](Cl)(Cl)(Cl)Cl>[F:6][C:7]1[CH:12]=[C:11]([CH:10]=[CH:9][C:8]=1[O:13][CH3:14])[CH:2]=[O:4]. Procedure: A solution of titanium tetrachloride (182 g, 0.96 mol, 1.2 equiv.) and α,α, -dichloromethylmethyl ether (110 g, 0.96 mol) in an equal volume of methylene chloride is slowly added (30 minutes) to a solution of o-fluoroanisole (101 g, 0.80 mol) in dry methylene chloride (50 ml) at 10-20° C. The mixture is stirred at room temperature for one hour, is poured over crushed ice water and ether (1 l ) with stirring. This mixture is stirred under nitrogen until solution occurs. The organic layer is extra...